Dataset: the Open Reaction Database (ORD), a public repository of structured organic reaction records. Task: describe an organic reaction: reactants, conditions, products, and yield Starting materials: ClC=1C=C(C=CC1)[Mg]Br (3-Chlorophenylmagnesium bromide), C1(CCCCC1)=O (cyclohexanone). Solvent: O1CCCC1 (tetrahydrofuran). Conditions: time 18 hour. The product is ClC=1C=C(C=CC1)C1(CCCCC1)O (1-(3-chlorophenyl)cyclohexanol). Yield: 84.2%. As a reaction SMILES: [Cl:1][C:2]1[CH:3]=[C:4]([Mg]Br)[CH:5]=[CH:6][CH:7]=1.[C:10]1(=[O:16])[CH2:15][CH2:14][CH2:13][CH2:12][CH2:11]1>O1CCCC1>[Cl:1][C:2]1[CH:3]=[C:4]([C:10]2([OH:16])[CH2:15][CH2:14][CH2:13][CH2:12][CH2:11]2)[CH:5]=[CH:6][CH:7]=1. Reported procedure: 3-Chlorophenylmagnesium bromide (3.4 mL, 3.4 mmol) was added to a cooled (−10° C.) solution of cyclohexanone (0.3 g, 3.1 mmol) in anhydrous tetrahydrofuran slowly over 30 min. After complete addition, the reaction mixture was slowly warmed to room temperature, stirred for 18 hours. Again cooled (−5° C.), than quenched with sat. ammonium chloride solution over 30 min. The reaction mixture was extracted with ethyl acetate, dried, filtered and concentrated to afford 550 mg of 1-(3-chlorophenyl)cycl... Reactants: O1C(OCCC1)C=1C=C2C(=NN(C2=CC1)COCC[Si](C)(C)C)N(C)CCOC (5-(1,3-Dioxan-2-yl)-N-(2-methoxyethyl)-N-methyl-1-{[2-(trimethylsilyl)ethoxy]methyl}-1H-indazol-3-amine), [F-].C(CCC)[N+](CCCC)(CCCC)CCCC (tetrabutylammonium fluoride), C(CN)N (ethane-1,2-diamine), [F-].C(CCC)[N+](CCCC)(CCCC)CCCC (tetrabutylammonium fluoride). Solvent: C1CCOC1 (THF). Run at temperature 50 celsius, time 3 hour. Yields the product O1C(OCCC1)C=1C=C2C(=NNC2=CC1)N(C)CCOC (5-(1,3-Dioxan-2-yl)-N-(2-methoxyethyl)-N-methyl-1H-indazol-3-amine). RXN SMILES: [O:1]1[CH2:6][CH2:5][CH2:4][O:3][CH:2]1[C:7]1[CH:8]=[C:9]2[C:13](=[CH:14][CH:15]=1)[N:12](COCC[Si](C)(C)C)[N:11]=[C:10]2[N:24]([CH2:26][CH2:27][O:28][CH3:29])[CH3:25].[F-].C([N+](CCCC)(CCCC)CCCC)CCC.C(N)CN>C1COCC1>[O:3]1[CH2:4][CH2:5][CH2:6][O:1][CH:2]1[C:7]1[CH:8]=[C:9]2[C:13](=[CH:14][CH:15]=1)[NH:12][N:11]=[C:10]2[N:24]([CH2:26][CH2:27][O:28][CH3:29])[CH3:25] |f:1.2|. Procedure: To a solution of 245 mg (0.583 mmol) 5-(1,3-dioxan-2-yl)-N-(2-methoxyethyl)-N-methyl-1-{[2-(trimethylsilyl)ethoxy]methyl}-1H-indazol-3-amine (Example 46A) in anhydrous THF (12 ml) were added 8.5 ml (8.5 mmol) tetrabutylammonium fluoride solution (1 M in THF) and ethane-1,2-diamine (200 μl). The solution was stirred at 50° C. for 3 h. After addition of further 8.5 ml tetrabutylammonium fluoride solution (1 M in THF), stirring at 50° C. was continued for 24 h. After cooling, the mixture was concen... Reactants: BrCC1(CC=2C(=C3C=C(C(NC3=C(C2)C)=O)C)O1)C (2-bromomethyl-2,5,8-trimethyl-2,3,6,7-tetrahydrofuro-[2,3-f]quinoline-7-one), [N-]=[N+]=[N-].[Na+] (sodium azide). The solvent is CN(C=O)C (dimethylformamide). Reaction conditions: temperature 150 celsius, time 3 hour. Yields the product N(=[N+]=[N-])CC1(CC=2C(=C3C=C(C(NC3=C(C2)C)=O)C)O1)C (2-Azidomethyl-2,5,8-trimethyl-2,3,6,7-tetrahydrofuro[2,3-f]quinoline-7-one). The yield is 94.6%. Reaction SMILES: Br[CH2:2][C:3]1([CH3:19])[O:18][C:6]2=[C:7]3[C:12](=[C:13]([CH3:15])[CH:14]=[C:5]2[CH2:4]1)[NH:11][C:10](=[O:16])[C:9]([CH3:17])=[CH:8]3.[N-:20]=[N+:21]=[N-:22].[Na+]>CN(C)C=O>[N:20]([CH2:2][C:3]1([CH3:19])[O:18][C:6]2=[C:7]3[C:12](=[C:13]([CH3:15])[CH:14]=[C:5]2[CH2:4]1)[NH:11][C:10](=[O:16])[C:9]([CH3:17])=[CH:8]3)=[N+:21]=[N-:22] |f:1.2|. Procedure details: To 2-bromomethyl-2,5,8-trimethyl-2,3,6,7-tetrahydrofuro-[2,3-f]quinoline-7-one (3.93 g, 12.2 mmol) and sodium azide (5.15 g, 79.3 mmol), dimethylformamide (85 ml) was added, and the mixture was stirred for 3 hours in a bath at 150° C. After cooling, post-treatment and recrystallization (chloroform-n-hexane) were performed in a manner similar to that described in Example 278 to obtain 3.28 g of the title compound as colorless crystals (94.7%).